Dataset: the Open Reaction Database (ORD), a public repository of structured organic reaction records. Task: describe an organic reaction: reactants, conditions, products, and yield Starting materials: B(Br)(Br)Br (BBr3), Cl.Cl.COC1=CC=C(CN2C(=NC=C2)CNC2=CC=CC=C2)C=C1 (1-(4-methoxybenzyl)-2-phenylaminomethyl imidazole dihydrochloride), CO (methanol). Solvent: C(Cl)Cl (CH2Cl2), C(Cl)Cl (CH2Cl2). Run at time 3 hour. Yields the product Br.Br.OC1=CC=C(CN2C(=NC=C2)CNC2=CC=CC=C2)C=C1 (1-(4-hydroxybenzyl)-2-phenylaminomethyl imidazole dihydrobromide). Reaction SMILES: Cl.Cl.C[O:4][C:5]1[CH:24]=[CH:23][C:8]([CH2:9][N:10]2[CH:14]=[CH:13][N:12]=[C:11]2[CH2:15][NH:16][C:17]2[CH:22]=[CH:21][CH:20]=[CH:19][CH:18]=2)=[CH:7][CH:6]=1.B(Br)(Br)[Br:26].CO>C(Cl)Cl>[BrH:26].[BrH:26].[OH:4][C:5]1[CH:6]=[CH:7][C:8]([CH2:9][N:10]2[CH:14]=[CH:13][N:12]=[C:11]2[CH2:15][NH:16][C:17]2[CH:22]=[CH:21][CH:20]=[CH:19][CH:18]=2)=[CH:23][CH:24]=1 |f:0.1.2,6.7.8|. Procedure details: A suspension of 1.6 g (0.0044 mole) of 1-(4-methoxybenzyl)-2-phenylaminomethyl imidazole dihydrochloride in 100 ml of CH2Cl2 was converted to its free base by washing with aqueous NaHCO3. The CH2Cl2 was dried (K2CO3), and filtered, and the filtrate was treated with a solution of 3.3 g (0.013 mole) of BBr3 in 9 ml of CH2Cl2. After 3 hr, methanol was cautiously added and all the solvents were evaporated. The residue was recrystallized from methanol and diethyl ether to give 1-(4-hydroxybenzyl)-2-p... Reactants: CC(C#N)c1cccc(C(=O)c2ccccc2)c1, CO, [Na+], [OH-]. The product is CC(C(=O)O)c1cccc(C(=O)c2ccccc2)c1. Reaction SMILES: [C:1]([c:2]1[cH:3][cH:4][cH:5][cH:6][cH:7]1)(=[O:8])[c:9]1[cH:10][c:11]([CH:15]([C:16]#[N:17])[CH3:18])[cH:12][cH:13][cH:14]1.[CH3:21][OH:22].[Na+:20].[OH-:19]>>[C:1]([c:2]1[cH:3][cH:4][cH:5][cH:6][cH:7]1)(=[O:8])[c:9]1[cH:10][c:11]([CH:15]([C:16](=[O:19])[OH:22])[CH3:18])[cH:12][cH:13][cH:14]1. Starting materials: [Li]CCCC, C1CCOC1, C#CC(F)(F)F, Cc1cc(C(=O)O)ccc1I, c1ccc(P(c2ccccc2)(c2ccccc2)[Pd](P(c2ccccc2)(c2ccccc2)c2ccccc2)(P(c2ccccc2)(c2ccccc2)c2ccccc2)P(c2ccccc2)(c2ccccc2)c2ccccc2)cc1. The product is Cc1cc(C(=O)O)ccc1C#CC(F)(F)F. As a reaction SMILES: [CH2:1]([Li:2])[CH2:3][CH2:4][CH3:5].[CH2:23]1[O:24][CH2:25][CH2:26][CH2:27]1.[F:6][C:7]([C:8]#[CH:9])([F:10])[F:11].[I:12][c:13]1[c:14]([CH3:22])[cH:15][c:16]([C:17](=[O:18])[OH:19])[cH:20][cH:21]1.[cH:28]1[cH:29][cH:30][c:31]([P:32]([Pd:33]([P:34]([c:35]2[cH:36][cH:37][cH:38][cH:39][cH:40]2)([c:41]2[cH:42][cH:43][cH:44][cH:45][cH:46]2)[c:47]2[cH:48][cH:49][cH:50][cH:51][cH:52]2)([P:53]([c:54]2[cH:55][cH:56][cH:57][cH:58][cH:59]2)([c:60]2[cH:61][cH:62][cH:63][cH:64][cH:65]2)[c:66]2[cH:67][cH:68][cH:69][cH:70][cH:71]2)[P:72]([c:73]2[cH:74][cH:75][cH:76][cH:77][cH:78]2)([c:79]2[cH:80][cH:81][cH:82][cH:83][cH:84]2)[c:85]2[cH:86][cH:87][cH:88][cH:89][cH:90]2)([c:91]2[cH:92][cH:93][cH:94][cH:95][cH:96]2)[c:97]2[cH:98][cH:99][cH:100][cH:101][cH:102]2)[cH:103][cH:104]1>>[F:6][C:7]([C:8]#[C:9][c:13]1[c:14]([CH3:22])[cH:15][c:16]([C:17](=[O:18])[OH:19])[cH:20][cH:21]1)([F:10])[F:11]. The reactants are Cl (hydrochloric acid), C(C)(C)(C)C1=CC=C(C=C1)C=1SC=C(C1O)C(=O)C (2-(4-t-Butylphenyl)-3-hydroxy-4-methylcarbonylthiophene), N(N)C(=S)NC1=CC=C(C(=O)O)C=C1 (4-hydrazinocarbonothioylaminobenzoic acid). The solvent is CN(C=O)C (dimethylformamide). The product is C(C)(C)(C)C1=CC=C(C=C1)C1=C(C(=CS1)C(C)=NNC(=S)NC1=CC=C(C(=O)O)C=C1)O (4-{[(2-{1-[5-(4-t-butylphenyl)-4-hydroxy-3-thienyl]ethylidene}hydrazino)carbonothioyl]amino}benzoic acid). The yield is 52.5%. Reaction SMILES: [C:1]([C:5]1[CH:10]=[CH:9][C:8]([C:11]2[S:12][CH:13]=[C:14]([C:17]([CH3:19])=O)[C:15]=2[OH:16])=[CH:7][CH:6]=1)([CH3:4])([CH3:3])[CH3:2].[NH:20]([C:22]([NH:24][C:25]1[CH:33]=[CH:32][C:28]([C:29]([OH:31])=[O:30])=[CH:27][CH:26]=1)=[S:23])[NH2:21].Cl>CN(C)C=O>[C:1]([C:5]1[CH:10]=[CH:9][C:8]([C:11]2[S:12][CH:13]=[C:14]([C:17](=[N:21][NH:20][C:22]([NH:24][C:25]3[CH:33]=[CH:32][C:28]([C:29]([OH:31])=[O:30])=[CH:27][CH:26]=3)=[S:23])[CH3:19])[C:15]=2[OH:16])=[CH:7][CH:6]=1)([CH3:4])([CH3:3])[CH3:2]. Procedure: 2-(4-t-Butylphenyl)-3-hydroxy-4-methylcarbonylthiophene (31 mg, 0.11 mmol) synthesized in Reference Synthetic Example 33 and 4-hydrazinocarbonothioylaminobenzoic acid (23 mg, 0.11 mmol) were stirred with dimethylformamide (1.1 mL) and concentrated hydrochloric acid (0.05 mL) at room temperature for 30 hours. The reaction solution was partitioned between ethyl acetate and water, and the organic layer was washed with saturated aqueous sodium chloride and dried over anhydrous sodium sulfate. The re...